The task is: describe an organic reaction: reactants, conditions, products, and yield. This data is from the Open Reaction Database (ORD), a public repository of structured organic reaction records. The reactants are BrB(Br)Br, ClCCl, COc1ccc2c(c1)c(CC(N)=O)c(Cl)n2Cc1ccccc1, ClCCl, Cl. Product: NC(=O)Cc1c(Cl)n(Cc2ccccc2)c2ccc(O)cc12. As a reaction SMILES: [B:24]([Br:25])([Br:26])[Br:27].[CH2:32]([Cl:33])[Cl:34].[Cl:1][c:2]1[n:3]([CH2:17][c:18]2[cH:19][cH:20][cH:21][cH:22][cH:23]2)[c:4]2[cH:5][cH:6][c:7]([O:15][CH3:16])[cH:8][c:9]2[c:10]1[CH2:11][C:12](=[O:13])[NH2:14].[Cl:28][CH2:29][Cl:30].[ClH:31]>>[Cl:1][c:2]1[n:3]([CH2:17][c:18]2[cH:19][cH:20][cH:21][cH:22][cH:23]2)[c:4]2[cH:5][cH:6][c:7]([OH:15])[cH:8][c:9]2[c:10]1[CH2:11][C:12](=[O:13])[NH2:14]. Starting materials: C(C=C)#N (acrylonitrile), three, C(C=C)#N (Acrylonitrile), C(COCCO)O (diethylene glycol), [OH-].[Li+] (lithium hydroxide), C(C=C)#N (acrylonitrile). Solvent: C(C)(=O)O (acetic acid). Product: C(#N)CCC(COCCO)(CCC#N)O (bis-(-2-cyanoethyl)diethylene glycol). RXN SMILES: [CH2:1]([OH:7])[CH2:2][O:3][CH2:4][CH2:5][OH:6].[OH-].[Li+].[C:10](#[N:13])[CH:11]=[CH2:12]>C(O)(=O)C>[C:10]([CH2:11][CH2:12][C:1]([OH:7])([CH2:12][CH2:11][C:10]#[N:13])[CH2:2][O:3][CH2:4][CH2:5][OH:6])#[N:13] |f:1.2|. Reported procedure: In a 5000 cc three necked flask equipped with an overhead stirrer, reflux condenser, nitrogen purge, dropping funnel and thermometer was charged 1978.1 gm. (18.64 moles) of diethylene glycol and 3.0 gm. of anhydrous lithium hydroxide. The overhead stirrer was then adjusted to high speed. Acrylonitrile was then added through the dropping funnel. Over the course of 5 hours a total of 2880 cc of acrylonitrile was added and reaction temperature reached a maximum of 66° C. with a water bath being mai... Reactants: O=C([O-])[O-], C=CCBr, CC(C)=O, [K+], [K+], CC1(C)CC(=O)c2c(O)cc(O)cc2O1. The product is C=CCOc1cc(O)c2c(c1)OC(C)(C)CC2=O. RXN SMILES: [C:16](=[O:17])([O-:18])[O-:19].[CH2:22]([CH:23]=[CH2:24])[Br:25].[CH3:26][C:27](=[O:28])[CH3:29].[K+:20].[K+:21].[OH:1][c:2]1[c:3]2[c:8]([cH:9][c:10]([OH:12])[cH:11]1)[O:7][C:6]([CH3:13])([CH3:14])[CH2:5][C:4]2=[O:15]>>[OH:1][c:2]1[c:3]2[c:8]([cH:9][c:10]([O:12][CH2:24][CH:23]=[CH2:22])[cH:11]1)[O:7][C:6]([CH3:13])([CH3:14])[CH2:5][C:4]2=[O:15]. Reactants: [Cl-].[NH4+] (ammonium chloride), CC(C(C#N)C=1SC=CC1)C (3-Methyl-2-(2-thienyl)butane nitrile), C(C=C)(=O)OCC (ethyl acrylate), CC(C)([O-])C.[K+] (Potassium t-butoxide). The solvent is C(C)(=O)OCC.CCCCCC (ethyl acetate hexane), [Cl-].[Na+].O (brine), O1CCCC1 (tetrahydrofuran). Run at time 1 hour. Product: C(#N)C(CCC(=O)OCC)(C(C)C)C=1SC=CC1 (Ethyl 4-Cyano-5-methyl-4-(2-thienyl)hexanoate). Isolated yield 62.5%. RXN SMILES: [CH3:1][CH:2]([CH3:11])[CH:3]([C:6]1[S:7][CH:8]=[CH:9][CH:10]=1)[C:4]#[N:5].[C:12]([O:16][CH2:17][CH3:18])(=[O:15])[CH:13]=[CH2:14].CC(C)([O-])C.[K+].[Cl-].[NH4+]>O1CCCC1.[Cl-].[Na+].O.C(OCC)(=O)C.CCCCCC>[C:4]([C:3]([C:6]1[S:7][CH:8]=[CH:9][CH:10]=1)([CH:2]([CH3:11])[CH3:1])[CH2:14][CH2:13][C:12]([O:16][CH2:17][CH3:18])=[O:15])#[N:5] |f:2.3,4.5,7.8.9,10.11|. Reported procedure: 3-Methyl-2-(2-thienyl)butane nitrile 5.56 g 33.6 mmol and ethyl acrylate 4.00 ml 37.0 mmol were dissolved in tetrahydrofuran 100 ml. Potassium t-butoxide, 566 mg 5.04 mmol, was added little by little thereto at room temperature. Generation of heat continued during this step. After stirring for 1 hour, brine 100 ml and aqueous saturated ammonium chloride 150 ml were added thereto successively, and the mixture was extracted with ether 1 L. The organic layer was washed with brine 500 ml and water 5... Reactants: [OH-].[Na+] (sodium hydroxide), FC1=CC=C(CC2=C(C(=O)O)C=CC=C2)C=C1 (2-(4-fluoro-benzyl)-benzoic acid), CC(=O)C (Acetone), Sodium dihydro-bis(2-methoxyethoxy)aluminate. Run in C1(=CC=CC=C1)C (toluene). Run at temperature 2.5 celsius, time 16 hour. Product: FC1=CC=C(CC2=C(C=CC=C2)CO)C=C1 ([2-(4-fluoro-benzyl)-phenyl]-methanol). As a reaction SMILES: [F:1][C:2]1[CH:17]=[CH:16][C:5]([CH2:6][C:7]2[CH:15]=[CH:14][CH:13]=[CH:12][C:8]=2[C:9](O)=[O:10])=[CH:4][CH:3]=1.CC(C)=O.[OH-].[Na+]>C1(C)C=CC=CC=1>[F:1][C:2]1[CH:3]=[CH:4][C:5]([CH2:6][C:7]2[CH:15]=[CH:14][CH:13]=[CH:12][C:8]=2[CH2:9][OH:10])=[CH:16][CH:17]=1 |f:2.3|. Procedure: In an inertized flask containing 2-(4-fluoro-benzyl)-benzoic acid (1 eq.), toluene (0.8 L/mol) is added and the vessel is cooled down to 0-5° C. Sodium dihydro-bis(2-methoxyethoxy)aluminate (“RedAl”) (1 M in toluene, 2.3 eq.) is added dropwise and the reaction mixture is stirred at 5° C. during 16 hours. Acetone (3 eq.) is added dropwise at 5° C. and the mixture is stirred during 15 minutes. The temperature is allowed to rise to 25° C. A sodium hydroxide solution (5 eq.) is added and the mixture... Starting materials: CCCc1c(Cl)ncnc1Cn1ccnc1-c1cccc(F)n1, [N-]=[N+]=[N-], [Na+], CN(C)C=O. The product is CCCc1c(Cn2ccnc2-c2cccc(F)n2)ncnc1N=[N+]=[N-]. RXN SMILES: [Cl:1][c:2]1[c:3]([CH2:21][CH2:22][CH3:23])[c:4]([CH2:8][n:9]2[c:10](-[c:14]3[n:15][c:16]([F:20])[cH:17][cH:18][cH:19]3)[n:11][cH:12][cH:13]2)[n:5][cH:6][n:7]1.[N-:24]=[N+:25]=[N-:26].[Na+:27].[O:28]=[CH:29][N:30]([CH3:31])[CH3:32]>>[c:2]1([N:24]=[N+:25]=[N-:26])[c:3]([CH2:21][CH2:22][CH3:23])[c:4]([CH2:8][n:9]2[c:10](-[c:14]3[n:15][c:16]([F:20])[cH:17][cH:18][cH:19]3)[n:11][cH:12][cH:13]2)[n:5][cH:6][n:7]1. Starting materials: CN(C)CCCCl, CN(C)C=O, CN1C(=O)C(c2ccc(OC3CCCCO3)cc2)Sc2ccccc21, [H-], [Na+], O. Yields the product CN(C)CCCC1(c2ccc(OC3CCCCO3)cc2)Sc2ccccc2N(C)C1=O. As a reaction SMILES: [CH3:28][N:29]([CH2:30][CH2:31][CH2:32][Cl:33])[CH3:34].[CH3:36][N:37]([CH3:38])[CH:39]=[O:40].[CH3:3][N:4]1[C:5](=[O:27])[CH:6]([c:14]2[cH:15][cH:16][c:17]([O:20][CH:21]3[O:22][CH2:23][CH2:24][CH2:25][CH2:26]3)[cH:18][cH:19]2)[S:7][c:8]2[c:9]1[cH:10][cH:11][cH:12][cH:13]2.[H-:1].[Na+:2].[OH2:35]>>[CH3:3][N:4]1[C:5](=[O:27])[C:6]([c:14]2[cH:15][cH:16][c:17]([O:20][CH:21]3[O:22][CH2:23][CH2:24][CH2:25][CH2:26]3)[cH:18][cH:19]2)([CH2:32][CH2:31][CH2:30][N:29]([CH3:28])[CH3:34])[S:7][c:8]2[c:9]1[cH:10][cH:11][cH:12][cH:13]2. Reactants: C([O-])([O-])=O.[Cs+].[Cs+] (cesium carbonate), BrC=1C=CC(=C(C#N)C1)OCCCC1=CC=CC=C1 (5-bromo-2-(3-phenylpropoxy)benzonitrile), C(C)(C)(C)OC(NC1(COC(OC1)(C)C)C#C)=O ((5-ethynyl-2,2-dimethyl-1,3-dioxan-5-yl)carbamic acid t-butyl ester), C1(CCCCC1)P(C1=C(C=CC=C1)C1=C(C=C(C=C1C(C)C)C(C)C)C(C)C)C1CCCCC1 (2-dicyclohexylphosphino-2′,4′,6′-triisopropylbiphenyl). Reagents/catalysts: CC#N.CC#N.Cl[Pd]Cl (bis(acetonitrile)palladium(II) dichloride). Solvent: O (Water), C(C)#N (acetonitrile). Product: C(C)(C)(C)OC(NC1(COC(OC1)(C)C)C#CC1=CC(=C(C=C1)OCCCC1=CC=CC=C1)C#N)=O ((5-{2-[3-cyano-4-(3-phenylpropoxy)phenyl]ethynyl}-2,2-dimethyl-1,3-dioxan-5-yl)carbamic acid t-butyl ester). Reaction SMILES: Br[C:2]1[CH:3]=[CH:4][C:5]([O:10][CH2:11][CH2:12][CH2:13][C:14]2[CH:19]=[CH:18][CH:17]=[CH:16][CH:15]=2)=[C:6]([CH:9]=1)[C:7]#[N:8].[C:20]([O:24][C:25](=[O:37])[NH:26][C:27]1([C:35]#[CH:36])[CH2:32][O:31][C:30]([CH3:34])([CH3:33])[O:29][CH2:28]1)([CH3:23])([CH3:22])[CH3:21].C1(P(C2CCCCC2)C2C=CC=CC=2C2C(C(C)C)=CC(C(C)C)=CC=2C(C)C)CCCCC1.C(=O)([O-])[O-].[Cs+].[Cs+]>C(#N)C.CC#N.CC#N.Cl[Pd]Cl.O>[C:20]([O:24][C:25](=[O:37])[NH:26][C:27]1([C:35]#[C:36][C:2]2[CH:3]=[CH:4][C:5]([O:10][CH2:11][CH2:12][CH2:13][C:14]3[CH:19]=[CH:18][CH:17]=[CH:16][CH:15]=3)=[C:6]([C:7]#[N:8])[CH:9]=2)[CH2:32][O:31][C:30]([CH3:34])([CH3:33])[O:29][CH2:28]1)([CH3:23])([CH3:22])[CH3:21] |f:3.4.5,7.8.9|. Procedure details: Compound 1-1 (0.720 g), (5-ethynyl-2,2-dimethyl-1,3-dioxan-5-yl)carbamic acid t-butyl ester (0.634 g) synthesized according to the known method (e.g., Tetrahedron vol.57 (2001) pages 6531-6538), 2-dicyclohexylphosphino-2′,4′,6′-triisopropylbiphenyl (0.050 g), bis(acetonitrile)palladium(II) dichloride (0.009 g) and cesium carbonate (0.855 g) were stirred in acetonitrile (8.7 ml) at 70° C. for 7 hr. Water was added to the reaction mixture, and the mixture was extracted with ethyl acetate, washed w... Reactants: [Si](C)(C)(C(C)(C)C)O[C@@H]1CC(N(C1)C(=O)OC(C)(C)C)=O ((R)-tert-butyl 4-(tert-butyldimethylsilyloxy)-2-oxopyrrolidine-1-carboxylate), FC=1C=C(C=CC1)[Mg]Br ((3-fluorophenyl)magnesium bromide), [NH4+].[Cl-] (NH4Cl), [BH4-].[Na+] (NaBH4). The solvent is C1CCOC1 (THF), CO (Methanol). Conditions: temperature 0 celsius, time 1 hour. Product: [Si](C)(C)(C(C)(C)C)O[C@@H](CNC(OC(C)(C)C)=O)CC(O)C1=CC(=CC=C1)F (tert-butyl (2R)-2-(tert-butyldimethylsilyloxy)-4-(3-fluorophenyl)-4-hydroxybutylcarbamate). RXN SMILES: [Si:1]([O:8][C@H:9]1[CH2:13][N:12]([C:14]([O:16][C:17]([CH3:20])([CH3:19])[CH3:18])=[O:15])[C:11](=[O:21])[CH2:10]1)([C:4]([CH3:7])([CH3:6])[CH3:5])([CH3:3])[CH3:2].[F:22][C:23]1[CH:24]=[C:25]([Mg]Br)[CH:26]=[CH:27][CH:28]=1.[BH4-].[Na+].[NH4+].[Cl-]>C1COCC1.CO>[Si:1]([O:8][C@H:9]([CH2:10][CH:11]([C:27]1[CH:26]=[CH:25][CH:24]=[C:23]([F:22])[CH:28]=1)[OH:21])[CH2:13][NH:12][C:14](=[O:15])[O:16][C:17]([CH3:20])([CH3:19])[CH3:18])([C:4]([CH3:7])([CH3:6])[CH3:5])([CH3:3])[CH3:2] |f:2.3,4.5|. Reported procedure: To a solution of (R)-tert-butyl 4-(tert-butyldimethylsilyloxy)-2-oxopyrrolidine-1-carboxylate (I-1) (13.6 g, 43.2 mmol) in THF (100 mL) at 0° C. under N2 was added (3-fluorophenyl)magnesium bromide (52 mL of 1 M solution in THF, 51.84 mmol) over 1 hour. The reaction mixture was stirred at 0° C. for 1 hour. Methanol (80 mL) was added to the mixture followed by NaBH4 (2.45 g, 64.8 mmol) at 0° C. The mixture was stirred at 0° C. for 1 hour then poured into 10% aqueous NH4Cl. The mixture was extract... Starting materials: [N+](=O)(O)[O-] (nitric acid), ClC=1C=C(CN2C(C3(C4=CC=CC=C24)NC(NC3=O)=O)=O)C=CC1Cl (1'-(3,4-dichlorobenzyl)-spiro[imidazolidine-4,3'-indoline]-2,2',5-trione), ice. Solvent: S(O)(O)(=O)=O (sulphuric acid). Run at time 1 hour. Product: ClC=1C=C(CN2C(C3(C4=CC(=CC=C24)[N+](=O)[O-])NC(NC3=O)=O)=O)C=CC1Cl (1'-(3,4-dichlorobenzyl)-5'-nitro-spiro[imidazolidine-4,3'-indoline]-2,2',5-trione). Reaction SMILES: [N+:1]([O-:4])(O)=[O:2].[Cl:5][C:6]1[CH:7]=[C:8]([CH:26]=[CH:27][C:28]=1[Cl:29])[CH2:9][N:10]1[C:18]2[C:13](=[CH:14][CH:15]=[CH:16][CH:17]=2)[C:12]2([C:22](=[O:23])[NH:21][C:20](=[O:24])[NH:19]2)[C:11]1=[O:25]>S(=O)(=O)(O)O>[Cl:5][C:6]1[CH:7]=[C:8]([CH:26]=[CH:27][C:28]=1[Cl:29])[CH2:9][N:10]1[C:18]2[C:13](=[CH:14][C:15]([N+:1]([O-:4])=[O:2])=[CH:16][CH:17]=2)[C:12]2([C:22](=[O:23])[NH:21][C:20](=[O:24])[NH:19]2)[C:11]1=[O:25]. Reported procedure: Fuming nitric acid (0.2 ml.) was added during 10 minutes to a stirred solution of 1'-(3,4-dichlorobenzyl)-spiro[imidazolidine-4,3'-indoline]-2,2',5-trione (1.79 g.) in concentrated sulphuric acid (1.5 ml.) maintained at a temperature of 0°-5° C. The reaction mixture was then stirred at 0°-5° C. for 1 hour and finally at 5°-20° C. for a further 1 hour. The solution was then poured onto crushed ice (300 g.) and the mixture which formed was extracted with ethyl acetate. The combined extracts were w...